From a dataset of the Open Reaction Database (ORD), a public repository of structured organic reaction records. describe an organic reaction: reactants, conditions, products, and yield Reactants: CN1C=NC=C1C=O (1-methyl-1H-imidazole-5-carbaldehyde), C(CCO)O (propane-1,3-diol), O (water). The reagents and catalysts are CC1(C2CCC1(C(=O)C2)CS(=O)(=O)O)C (CSA). Solvent: C1(=CC=CC=C1)C (toluene), C(Cl)Cl (DCM). The product is O1C(OCCC1)C1=CN=CN1C (5-(1,3-Dioxan-2-yl)-1-methyl-1H-imidazole). Isolated yield 57.2%. RXN SMILES: [CH3:1][N:2]1[C:6]([CH:7]=[O:8])=[CH:5][N:4]=[CH:3]1.[CH2:9](O)[CH2:10][CH2:11][OH:12].O>C1(C)C=CC=CC=1.C(Cl)Cl.CC1(C)C2(CS(O)(=O)=O)C(CC1CC2)=O>[O:8]1[CH2:9][CH2:10][CH2:11][O:12][CH:7]1[C:6]1[N:2]([CH3:1])[CH:3]=[N:4][CH:5]=1. Reported procedure: To a solution of 1-methyl-1H-imidazole-5-carbaldehyde (2.9 g, 26.3 mmol) in toluene (20 mL) was added propane-1,3-diol (4.01 g, 52.7 mmol) and CSA (0.306 g, 1.317 mmol) and the reaction mixture was heated to reflux with azeotropic removal of the evolved water for 24 hours. The reaction mixture was cooled to RT, diluted with DCM and washed with NaHCO3 solution. It was then dried over Na2SO4, filtered and concentrated. Purification by column chromatography (80% EtOAc in Hexane to EtOAc) afforded 3... The reactants are BrC1=CC=C(C=C1)C1(CC1)C(=O)N1C[C@]2(CC1)OC(C1=C2C=CC=C1)=O ((1R)-1′-{[1-(4-bromophenyl)cyclopropyl]carbonyl}-3H-spiro[2-benzofuran-1,3′-pyrrolidin]-3-one), [F-].[K+] (potassium fluoride), BrC1=NC=C(C=C1)C (2-bromo-5-methylpyridine), O1CCOCC1 (1,4-dioxane), C(C)(C)(C)P(C(C)(C)C)C(C)(C)C (tri-tert-butylphosphine). The reagents and catalysts are C=1C=CC(=CC1)/C=C/C(=O)/C=C/C2=CC=CC=C2.C=1C=CC(=CC1)/C=C/C(=O)/C=C/C2=CC=CC=C2.C=1C=CC(=CC1)/C=C/C(=O)/C=C/C2=CC=CC=C2.[Pd].[Pd] (tris(dibenzylideneacetone)dipalladium(0)). Reaction conditions: temperature 110 celsius. The product is CC=1C=CC(=NC1)C1=CC=C(C=C1)C1(CC1)C(=O)N1C[C@]2(CC1)OC(C1=C2C=CC=C1)=O ((1R)-1′-({1-[4-(5-Methylpyridin-2-yl)phenyl]cyclopropyl}carbonyl)-3H-spiro[2-benzofuran-1,3′-pyrrolidin]-3-one). As a reaction SMILES: Br[C:2]1[CH:7]=[CH:6][C:5]([C:8]2([C:11]([N:13]3[CH2:17][CH2:16][C@@:15]4([C:21]5[CH:22]=[CH:23][CH:24]=[CH:25][C:20]=5[C:19](=[O:26])[O:18]4)[CH2:14]3)=[O:12])[CH2:10][CH2:9]2)=[CH:4][CH:3]=1.O1CCOCC1.C(P(C(C)(C)C)C(C)(C)C)(C)(C)C.[F-].[K+].Br[C:49]1[CH:54]=[CH:53][C:52]([CH3:55])=[CH:51][N:50]=1>C1C=CC(/C=C/C(/C=C/C2C=CC=CC=2)=O)=CC=1.C1C=CC(/C=C/C(/C=C/C2C=CC=CC=2)=O)=CC=1.C1C=CC(/C=C/C(/C=C/C2C=CC=CC=2)=O)=CC=1.[Pd].[Pd]>[CH3:55][C:52]1[CH:53]=[CH:54][C:49]([C:2]2[CH:3]=[CH:4][C:5]([C:8]3([C:11]([N:13]4[CH2:17][CH2:16][C@@:15]5([C:21]6[CH:22]=[CH:23][CH:24]=[CH:25][C:20]=6[C:19](=[O:26])[O:18]5)[CH2:14]4)=[O:12])[CH2:9][CH2:10]3)=[CH:6][CH:7]=2)=[N:50][CH:51]=1 |f:3.4,6.7.8.9.10|. Reported procedure: To a solution of (1R)-1′-{[1-(4-bromophenyl)cyclopropyl]carbonyl}-3H-spiro[2-benzofuran-1,3′-pyrrolidin]-3-one (20 mg, 0.00005 mol, prepared as example 238) in 1,4-dioxane (0.2 mL, 0.002 mol) were added tris(dibenzylideneacetone)dipalladium(0) (0.2 mg, 0.0000002 mol), tri-tert-butylphosphine (0.12 mg, 5.8×10−7 mol), potassium fluoride (9.3 mg, 0.00016 mol) and 2-bromo-5-methylpyridine (0.012 g, 0.000073 mol), and the mixture was heated at 110° C. for 30 minutes. The reaction mixture was filtered... The product is C#CCOC(=O)c1ccc(O)c(Cl)c1. Reaction SMILES: [CH2:14]([C:15]#[CH:16])[Br:17].[CH:18]([OH:19])([CH3:20])[CH3:21].[Cl:1][c:2]1[cH:3][c:4]([C:5](=[O:6])[OH:7])[cH:8][cH:9][c:10]1[OH:11].[Na+:13].[OH-:12]>>[Cl:1][c:2]1[cH:3][c:4]([C:5](=[O:6])[O:7][CH2:16][C:15]#[CH:14])[cH:8][cH:9][c:10]1[OH:11]. Starting materials: C#CCBr, CC(C)O, O=C(O)c1ccc(O)c(Cl)c1, [Na+], [OH-].